This data is from the Open Reaction Database (ORD), a public repository of structured organic reaction records. The task is: describe an organic reaction: reactants, conditions, products, and yield Starting materials: COC(=O)C(=O)c1ccc(OCCOc2ccc3ccccc3c2)cc1C, CCCCCC, CO, ClCCl, [Na+], C1CCOC1, [OH-], O. Yields the product Cc1cc(OCCOc2ccc3ccccc3c2)ccc1C(=O)C(=O)O. As a reaction SMILES: [CH3:1][O:2][C:3]([C:4]([c:5]1[c:6]([CH3:25])[cH:7][c:8]([O:11][CH2:12][CH2:13][O:14][c:15]2[cH:16][c:17]3[cH:18][cH:19][cH:20][cH:21][c:22]3[cH:23][cH:24]2)[cH:9][cH:10]1)=[O:26])=[O:27].[CH3:30][CH2:31][CH2:32][CH2:33][CH2:34][CH3:35].[CH3:39][OH:40].[Cl:36][CH2:37][Cl:38].[Na+:29].[O:41]1[CH2:42][CH2:43][CH2:44][CH2:45]1.[OH-:28].[OH2:46]>>[O:2]=[C:3]([C:4]([c:5]1[c:6]([CH3:25])[cH:7][c:8]([O:11][CH2:12][CH2:13][O:14][c:15]2[cH:16][c:17]3[cH:18][cH:19][cH:20][cH:21][c:22]3[cH:23][cH:24]2)[cH:9][cH:10]1)=[O:26])[OH:27].